The task is: describe an organic reaction: reactants, conditions, products, and yield. This data is from the Open Reaction Database (ORD), a public repository of structured organic reaction records. Starting materials: ClC1=C(N(C=2C=NNC(C21)=O)COCC[Si](C)(C)C)C2=CC(=C(C=C2)OC(F)F)OCC2CC2 (3-chloro-2-(3-cyclopropylmethoxy-4-difluoromethoxyphenyl)-1-(2-trimethylsilylethoxymethyl)-1,5-dihydropyrrolo[2,3-d]-pyridazin-4-one), ClC1=C(N(C=2C=NNC(C21)=O)COCC[Si](C)(C)C)C2=CC(=C(C=C2)OC(F)F)OC2CC2 (3-chloro-2-(3-cyclopropoxy-4-difluoromethoxyphenyl)-1-(2-trimethylsilylethoxymethyl)-1,5-dihydropyrrolo[2,3-d]pyridazin-4-one), C(C)(C)OC(C)C (diisopropyl ether), C1CCCCC1 (cyclohexane). Run in CO (methanol), C(Cl)(Cl)Cl (chloroform). Product: ClC1=C(NC=2C=NNC(C21)=O)C2=CC(=C(C=C2)OC(F)F)OCC2CC2 (3-Chloro-2-(3-cyclopropylmethoxy-4-difluoromethoxyphenyl)-1,5-dihydropyrrolo[2,3-d]pyridazin-4-one). Yield: 58.0%. As a reaction SMILES: [Cl:1][C:2]1[C:10]2[C:9](=[O:11])[NH:8][N:7]=[CH:6][C:5]=2[N:4](COCC[Si](C)(C)C)[C:3]=1[C:20]1[CH:25]=[CH:24][C:23]([O:26][CH:27]([F:29])[F:28])=[C:22]([O:30][CH2:31][CH:32]2[CH2:34][CH2:33]2)[CH:21]=1.ClC1C2C(=O)NN=CC=2N(COCC[Si](C)(C)C)C=1C1C=CC(OC(F)F)=C(OC2CC2)C=1.C(OC(C)C)(C)C.C1CCCCC1>CO.C(Cl)(Cl)Cl>[Cl:1][C:2]1[C:10]2[C:9](=[O:11])[NH:8][N:7]=[CH:6][C:5]=2[NH:4][C:3]=1[C:20]1[CH:25]=[CH:24][C:23]([O:26][CH:27]([F:29])[F:28])=[C:22]([O:30][CH2:31][CH:32]2[CH2:34][CH2:33]2)[CH:21]=1. Reported procedure: Reaction was carried out in the same manner as in Example 2-(b) except for using 254 mg (0.496 mmol) of 3-chloro-2-(3-cyclopropylmethoxy-4-difluoromethoxyphenyl)-1-(2-trimethylsilylethoxymethyl)-1,5-dihydropyrrolo[2,3-d]-pyridazin-4-one obtained in Example 36-(a) in place of 3-chloro-2-(3-cyclopropoxy-4-difluoromethoxyphenyl)-1-(2-trimethylsilylethoxymethyl)-1,5-dihydropyrrolo[2,3-d]pyridazin-4-one. After completion of the reaction, diisopropyl ether and cyclohexane were added to the reaction mi... The reactants are C1CCOC1, [Li]C, CCOC(=O)C1=CCC2CCC1N2C. Yields the product CC(=O)C1=CCC2CCC1N2C. As a reaction SMILES: [CH2:17]1[O:18][CH2:19][CH2:20][CH2:21]1.[CH3:15][Li:16].[CH:1]12[C:2]([C:10]([O:12][CH2:11][CH3:13])=[O:14])=[CH:3][CH2:4][CH:5]([CH2:6][CH2:7]1)[N:8]2[CH3:9]>>[CH:1]12[C:2]([C:10](=[O:12])[CH3:15])=[CH:3][CH2:4][CH:5]([CH2:6][CH2:7]1)[N:8]2[CH3:9]. Starting materials: CN(C(=O)OC(C)(C)C)[C@H]1C[C@@H]([C@H](C1)C1=CC=CC=C1)CN1CCC(CC1)N(CC=C)C(=O)OCC1=CC=C(C=C1)[N+](=O)[O-] (1-(R)-(N-(methyl)-N-(t-butoxycarbonyl)amino)-3-(S)-((4-(N-(4-nitrobenzyloxycarbonyl)-N-(allyl)amino)piperidin-1-yl)methyl)-4-(S)-phenylcyclopentane), FC=1C=C(C(=O)Cl)C=CC1 (3-fluorobenzoyl chloride). Product: CN(C(=O)C1=CC(=CC=C1)F)[C@H]1C[C@@H]([C@H](C1)C1=CC=CC=C1)CN1CCC(CC1)N(CC=C)C(=O)OCC1=CC=C(C=C1)[N+](=O)[O-] (1-(R)-(N-(Methyl)-N-(3-fluorophenylcarbonyl)amino)-3-(S)-((4-(N-(4-nitrobenzyloxycarbonyl)-N-(allyl)amino)piperidin-1-yl)methyl)-4-(S)-phenylcyclopentane). As a reaction SMILES: [CH3:1][N:2]([C@@H:10]1[CH2:14][C@H:13]([C:15]2[CH:20]=[CH:19][CH:18]=[CH:17][CH:16]=2)[C@@H:12]([CH2:21][N:22]2[CH2:27][CH2:26][CH:25]([N:28]([C:32]([O:34][CH2:35][C:36]3[CH:41]=[CH:40][C:39]([N+:42]([O-:44])=[O:43])=[CH:38][CH:37]=3)=[O:33])[CH2:29][CH:30]=[CH2:31])[CH2:24][CH2:23]2)[CH2:11]1)C(OC(C)(C)C)=O.[F:45][C:46]1[CH:47]=[C:48]([CH:52]=[CH:53][CH:54]=1)[C:49](Cl)=[O:50]>>[CH3:1][N:2]([C@@H:10]1[CH2:14][C@H:13]([C:15]2[CH:16]=[CH:17][CH:18]=[CH:19][CH:20]=2)[C@@H:12]([CH2:21][N:22]2[CH2:23][CH2:24][CH:25]([N:28]([C:32]([O:34][CH2:35][C:36]3[CH:37]=[CH:38][C:39]([N+:42]([O-:44])=[O:43])=[CH:40][CH:41]=3)=[O:33])[CH2:29][CH:30]=[CH2:31])[CH2:26][CH2:27]2)[CH2:11]1)[C:49]([C:48]1[CH:52]=[CH:53][CH:54]=[C:46]([F:45])[CH:47]=1)=[O:50]. Procedure: Using essentially the same procedure as in Example 16, Step A and B but substituting 1-(R)-(N-(methyl)-N-(t-butoxycarbonyl)amino)-3-(S)-((4-(N-(4-nitrobenzyloxycarbonyl)-N-(allyl)amino)piperidin-1-yl)methyl)-4-(S)-phenylcyclopentane from Example 29, Step H in Step A and 3-fluorobenzoyl chloride in Step B, the title compound was prepared. Starting materials: [N+](=O)([O-])C=1C=C2CCC(C2=CC1Br)=O (5-nitro-6-bromo-1-indanone), C[Si](OC(C)O[Si](C)(C)C)(C)C (bis(trimethylsilyloxy)ethane), C[Si](C)(C)OS(=O)(=O)C(F)(F)F (trimethylsilyltrifluoromethanesulfonate). Solvent: C(Cl)Cl (CH2Cl2). Conditions: time 2 hour. Yields the product C1COC2(CCC3=CC(=C(C=C23)Br)[N+](=O)[O-])O1 (5-Nitro-6-bromo-1-indanone ethylene acetal). The yield is 79.0%. As a reaction SMILES: [N+:1]([C:4]1[CH:5]=[C:6]2[C:10](=[CH:11][C:12]=1[Br:13])[C:9](=[O:14])[CH2:8][CH2:7]2)([O-:3])=[O:2].C[Si](C)(C)[O:17][CH:18](O[Si](C)(C)C)[CH3:19].C[Si](OS(C(F)(F)F)(=O)=O)(C)C>C(Cl)Cl>[CH2:18]1[O:17][C:9]2([C:10]3[C:6](=[CH:5][C:4]([N+:1]([O-:3])=[O:2])=[C:12]([Br:13])[CH:11]=3)[CH2:7][CH2:8]2)[O:14][CH2:19]1. Procedure details: To a suspension of 5-nitro-6-bromo-1-indanone (11.0 g, 43 mmol) and bis(trimethylsilyloxy)ethane (22.0 mL, 90 mmol) in CH2Cl2 (90 mL) at room temperature was added trimethylsilyltrifluoromethanesulfonate (100 μL). The mixture was stirred for 2 h and the homogeneous solution was quenched with saturated aqueous NaHCO3 (100 mL). The CH2Cl2 layer was separated, washed with brine, dried over anhydrous MgSO4 and concentrated in vacuo. Chromatography over silica gel, eluting with ethyl acetate:hexanes ... Reactants: Cl.N1C[C@@H](CC1)NC(=O)C1=CNC2=C1N=CN=C2C2=C(C=C(C(=C2)F)OC)OCC2CC2 (4-(2-cyclopropylmethoxy-5-fluoro-4-methoxy-phenyl)-5H-pyrrolo[3,2-d]pyrimidine-7-carboxylic acid (R)-pyrrolidin-3-ylamide hydrochloride), ClC(=O)COC(C)=O (acetic acid chlorocarbonyl-methyl ester). Yields the product OCC(=O)N1C[C@@H](CC1)NC(=O)C1=CNC2=C1N=CN=C2C2=C(C=C(C(=C2)F)OC)OCC2CC2 (4-(2-Cyclopropylmethoxy-5-fluoro-4-methoxy-phenyl)-5H-pyrrolo[3,2-d]pyrimidine-7-carboxylic acid [(R)-1-(2-hydroxy-acetyl)pyrrolidin-3-yl]-amide). Reaction SMILES: Cl.[NH:2]1[CH2:6][CH2:5][C@@H:4]([NH:7][C:8]([C:10]2[C:14]3[N:15]=[CH:16][N:17]=[C:18]([C:19]4[CH:24]=[C:23]([F:25])[C:22]([O:26][CH3:27])=[CH:21][C:20]=4[O:28][CH2:29][CH:30]4[CH2:32][CH2:31]4)[C:13]=3[NH:12][CH:11]=2)=[O:9])[CH2:3]1.Cl[C:34]([CH2:36][O:37]C(=O)C)=[O:35]>>[OH:37][CH2:36][C:34]([N:2]1[CH2:6][CH2:5][C@@H:4]([NH:7][C:8]([C:10]2[C:14]3[N:15]=[CH:16][N:17]=[C:18]([C:19]4[CH:24]=[C:23]([F:25])[C:22]([O:26][CH3:27])=[CH:21][C:20]=4[O:28][CH2:29][CH:30]4[CH2:31][CH2:32]4)[C:13]=3[NH:12][CH:11]=2)=[O:9])[CH2:3]1)=[O:35] |f:0.1|. Procedure: Starting from 4-(2-cyclopropylmethoxy-5-fluoro-4-methoxy-phenyl)-5H-pyrrolo[3,2-d]pyrimidine-7-carboxylic acid (R)-pyrrolidin-3-ylamide hydrochloride (example A169) and acetic acid chlorocarbonyl-methyl ester the title compound is obtained as colorless solid. The reactants are [Si](C)(C)(C(C)(C)C)O[C@@H]([C@@H]1N([C@@H](CC1)CC1=CC=C(C=C1)C(NC(C)C1=NC=CC=C1)=O)C(=O)OC(C)(C)C)C1=CC=CC=C1 (tert-butyl (2R,5S)-2-[(R)-{[tert-butyl(dimethyl)silyl]oxy}(phenyl)methyl]-5-(4-{[1-(pyridine-2-yl)ethyl]carbamoyl}benzyl)pyrrolidine-1-carboxylate), [H-].[Na+] (sodium hydride), CI (methyl iodide). Run in O1CCCC1 (tetrahydrofuran). Conditions: time 3 hour. The product is [Si](C)(C)(C(C)(C)C)O[C@@H]([C@@H]1N([C@@H](CC1)CC1=CC=C(C=C1)C(N(C(C)C1=NC=CC=C1)C)=O)C(=O)OC(C)(C)C)C1=CC=CC=C1 (Tert-butyl (2R,5S)-2-[(R)-{[tert-butyl(dimethyl)silyl]oxy}(phenyl)methyl]-5-(4-(methyl[1-(pyridine-2-yl)ethyl]carbamoyl}benzyl)pyrrolidine-1-carboxylate). RXN SMILES: [Si:1]([O:8][C@H:9]([C:40]1[CH:45]=[CH:44][CH:43]=[CH:42][CH:41]=1)[C@H:10]1[CH2:14][CH2:13][C@@H:12]([CH2:15][C:16]2[CH:21]=[CH:20][C:19]([C:22](=[O:32])[NH:23][CH:24]([C:26]3[CH:31]=[CH:30][CH:29]=[CH:28][N:27]=3)[CH3:25])=[CH:18][CH:17]=2)[N:11]1[C:33]([O:35][C:36]([CH3:39])([CH3:38])[CH3:37])=[O:34])([C:4]([CH3:7])([CH3:6])[CH3:5])([CH3:3])[CH3:2].[H-].[Na+].[CH3:48]I>O1CCCC1>[Si:1]([O:8][C@H:9]([C:40]1[CH:41]=[CH:42][CH:43]=[CH:44][CH:45]=1)[C@H:10]1[CH2:14][CH2:13][C@@H:12]([CH2:15][C:16]2[CH:21]=[CH:20][C:19]([C:22](=[O:32])[N:23]([CH3:48])[CH:24]([C:26]3[CH:31]=[CH:30][CH:29]=[CH:28][N:27]=3)[CH3:25])=[CH:18][CH:17]=2)[N:11]1[C:33]([O:35][C:36]([CH3:37])([CH3:38])[CH3:39])=[O:34])([C:4]([CH3:5])([CH3:6])[CH3:7])([CH3:2])[CH3:3] |f:1.2|. Reported procedure: To tert-butyl (2R,5S)-2-[(R)-{[tert-butyl(dimethyl)silyl]oxy}(phenyl)methyl]-5-(4-{[1-(pyridine-2-yl)ethyl]carbamoyl}benzyl)pyrrolidine-1-carboxylate (350 mg, 0.556 mmol) in tetrahydrofuran (1.1 mL), was added sodium hydride (26.7 mg of a 60 wt % dispersion, 0.667 mmol) at 0° C. The reaction was stirred for 30 minutes before methyl iodide (38.2 μl, 0.611 mmol) was added. The resulting red colored reaction was stirred for 3 hours before being quenched by pouring into a separatory funnel containin... The reactants are OC1[C@H](N)[C@@H](O)[C@H](O)[C@H](O1)CO (glucosamine), C([O-])(O)=O (bicarbonate), amino. The product is C([O-])(O)=O (bicarbonate), C(O)(O)=O.OC1[C@H](N)[C@@H](O)[C@@H](O)[C@H](O1)CO (galactosamine bicarbonate). Reaction SMILES: [C:1](=[O:4])([OH:3])[O-:2].[OH:5][CH:6]1[O:14][C@H:13]([CH2:15][OH:16])[C@@H:11]([OH:12])[C@H:9]([OH:10])[C@H:7]1[NH2:8]>>[C:1](=[O:2])([OH:4])[O-:3].[C:1](=[O:2])([OH:4])[OH:3].[OH:5][CH:6]1[O:14][C@H:13]([CH2:15][OH:16])[C@H:11]([OH:12])[C@H:9]([OH:10])[C@H:7]1[NH2:8] |f:3.4|. Procedure details: Carbonating agents are prepared by reacting bicarbonate ions with the amino moiety of glucosamine or galatosamine in aqueous solution to form glucoasamine bicarbonate or galactosamine bicarbonate. The bicarbonate is then isolated by drying. The resulting dry 2-amino sugar bicarbonate is stable at room temperature and can be used as a carbonating agent. It may be used with other constituents to form a dry beverage mix. Upon rehydration, the 2-amino sugar bicarbonate releases carbon dioxide and ad... Starting materials: ClC1C(N(C2=C(CC1)C=CC=C2)C2=CC=CC=C2)=O (3-chloro-1-phenyl-2,3,4,5-tetrahydro-1-benzoazepin-2(1H)-one), [N-]=[N+]=[N-].[Na+] (sodium azide), [N-]=[N+]=[N-].[Na+] (sodium azide). Run in CN(C=O)C (dimethylformamide), O (water). Run at temperature 80 celsius, time 8 hour. Product: N(=[N+]=[N-])C1C(N(C2=C(CC1)C=CC=C2)C2=CC=CC=C2)=O (3-azido-1-phenyl-2,3, 4,5-tetrahydro-1-benzoazepin-2 (1H)-one). Isolated yield 69.9%. RXN SMILES: Cl[CH:2]1[CH2:8][CH2:7][C:6]2[CH:9]=[CH:10][CH:11]=[CH:12][C:5]=2[N:4]([C:13]2[CH:18]=[CH:17][CH:16]=[CH:15][CH:14]=2)[C:3]1=[O:19].[N-:20]=[N+:21]=[N-:22].[Na+]>CN(C)C=O.O>[N:20]([CH:2]1[CH2:8][CH2:7][C:6]2[CH:9]=[CH:10][CH:11]=[CH:12][C:5]=2[N:4]([C:13]2[CH:18]=[CH:17][CH:16]=[CH:15][CH:14]=2)[C:3]1=[O:19])=[N+:21]=[N-:22] |f:1.2|. Procedure: A suspension of 5.0 g (0.0184 mole) of 3-chloro-1-phenyl-2,3,4,5-tetrahydro-1-benzoazepin-2(1H)-one and 1.8 g (0.0277 mole) of sodium azide suspended in 50 ml of dimethylformamide was stirred at a bath temperature of 80° C. overnight. Next, to the mixture was added 1.0 g (0.0154 mole) of sodium azide, and the mixture was stirred for 8 hours. The reaction mixture was diluted with water and then extracted with ethyl acetate. The ethyl acetate layer was washed with water and dried, and the solvent ... Reactants: [H-].[Na+] (Sodium hydride), [Cl-].[NH4+] (ammonium chloride), FC=1C=NNC1 (4-fluoro-1H-pyrazole), BrCC#N (2-bromoacetonitrile). Run in O1CCCC1 (tetrahydrofuran), O1CCCC1 (tetrahydrofuran). Reaction conditions: temperature 0 celsius, time 12 hour. Yields the product FC=1C=NN(C1)CC#N (2-(4-fluoro-1H-pyrazol-1-yl)acetonitrile). Isolated yield 68.8%. RXN SMILES: [H-].[Na+].[F:3][C:4]1[CH:5]=[N:6][NH:7][CH:8]=1.Br[CH2:10][C:11]#[N:12].[Cl-].[NH4+]>O1CCCC1>[F:3][C:4]1[CH:5]=[N:6][N:7]([CH2:10][C:11]#[N:12])[CH:8]=1 |f:0.1,4.5|. Reported procedure: Sodium hydride (306 mg, 12.78 mmol, 60% oil dispersion) was suspended in tetrahydrofuran and the suspension was cooled to 0° C. A solution of 4-fluoro-1H-pyrazole (1.0 g, 11.62 mmol) and 2-bromoacetonitrile (1.39 g, 11.62 mmol) in tetrahydrofuran at 0° C. was added dropwise over a period of 40 min. The reaction mixture was stirred at room temperature for 12 h, and then a saturated aqueous solution of ammonium chloride was added. The mixture was extracted with diethyl ether, and the organic layer...